Dataset: the Open Reaction Database (ORD), a public repository of structured organic reaction records. Task: describe an organic reaction: reactants, conditions, products, and yield Starting materials: ClC1=CC=C(C=C1)C=1N(C(NN1)=O)C[C@@H](C(F)(F)F)O (5-(4-Chlorophenyl)-4-[(2S)-3,3,3-trifluoro-2-hydroxypropyl]-2,4-dihydro-3H-1,2,4-triazol-3-one), BrC=1C=C(C=C(C1)CBr)C1=C(C=CC=C1)Cl (3′-Bromo-5′-(bromomethyl)-2-chlorobiphenyl). The product is BrC=1C=C(C=C(C1)C1=C(C=CC=C1)Cl)CN1N=C(N(C1=O)C[C@@H](C(F)(F)F)O)C1=CC=C(C=C1)Cl (2-[(5-Bromo-2′-chlorobiphenyl-3-yl)methyl]-5-(4-chlorophenyl)-4-[(2S)-3,3,3-trifluoro-2-hydroxy-propyl]-2,4-dihydro-3H-1,2,4-triazol-3-one). RXN SMILES: [Cl:1][C:2]1[CH:7]=[CH:6][C:5]([C:8]2[N:9]([CH2:14][C@H:15]([OH:20])[C:16]([F:19])([F:18])[F:17])[C:10](=[O:13])[NH:11][N:12]=2)=[CH:4][CH:3]=1.[Br:21][C:22]1[CH:23]=[C:24]([C:30]2[CH:35]=[CH:34][CH:33]=[CH:32][C:31]=2[Cl:36])[CH:25]=[C:26]([CH2:28]Br)[CH:27]=1>>[Br:21][C:22]1[CH:27]=[C:26]([CH2:28][N:11]2[C:10](=[O:13])[N:9]([CH2:14][C@H:15]([OH:20])[C:16]([F:18])([F:19])[F:17])[C:8]([C:5]3[CH:6]=[CH:7][C:2]([Cl:1])=[CH:3][CH:4]=3)=[N:12]2)[CH:25]=[C:24]([C:30]2[CH:35]=[CH:34][CH:33]=[CH:32][C:31]=2[Cl:36])[CH:23]=1. Reported procedure: Analogously to the preparation of Example 91, 109 mg (0.36 mmol) of the compound from Example 5A were reacted with 128 mg (0.36 mmol) of the compound from Example 117A. This gave 148 mg (68% of theory) of the target compound. Starting materials: C(C)(C)(C)OC(=O)NNC(=N)C1=C(C=CC=C1F)F (N′-[(2,6-difluorophenyl)-imino-methyl]-hydrazinecarboxylic acid tert-butyl ester), C(C)OC(C=O)=O (glyoxylic acid ethyl ester). Run in C1(=CC=CC=C1)C (toluene). Run at time 5 hour. Yields the product FC1=C(C(=CC=C1)F)C1=NNC(C=N1)=O (3-(2,6-difluorophenyl)-[1,2,4]triazin-6(1H)-one). Reaction SMILES: C([O:5][C:6]([NH:8][NH:9][C:10]([C:12]1[C:17]([F:18])=[CH:16][CH:15]=[CH:14][C:13]=1[F:19])=[NH:11])=O)(C)(C)C.[CH2:20](OC(=O)C=O)C>C1(C)C=CC=CC=1>[F:19][C:13]1[CH:14]=[CH:15][CH:16]=[C:17]([F:18])[C:12]=1[C:10]1[N:11]=[CH:20][C:6](=[O:5])[NH:8][N:9]=1. Procedure: At room temperature, 30 g of N′-[(2,6-difluorophenyl)-imino-methyl]-hydrazinecarboxylic acid tert-butyl ester and 23.8 g of glyoxylic acid ethyl ester are stirred in 500 ml of toluene at 70° C. for 4 hours. The reaction mixture is then concentrated, 200 ml of formic acid are added and stirring is continued at room temperature for 5 hours. The reaction mixture is concentrated, and the residue is taken up in 300 ml of ethanol and boiled under reflux for 6 h. After concentration of the reaction mix... The reactants are CCOC(=O)C1=C(C)NC(C(OCC)OCC)=C(C(=O)OCC)C1c1ccccc1Cl, CC(C)=O. Product: CCOC(=O)C1=C(C)NC(C=O)=C(C(=O)OCC)C1c1ccccc1Cl. Reaction SMILES: [CH3:1][C:2]1=[C:7]([C:8](=[O:9])[O:10][CH2:11][CH3:12])[CH:6]([c:13]2[c:14]([Cl:19])[cH:15][cH:16][cH:17][cH:18]2)[C:5]([C:20](=[O:21])[O:22][CH2:23][CH3:24])=[C:4]([CH:25]([O:26][CH2:30][CH3:31])[O:27][CH2:28][CH3:29])[NH:3]1.[CH3:32][C:33](=[O:34])[CH3:35]>>[CH3:1][C:2]1=[C:7]([C:8](=[O:9])[O:10][CH2:11][CH3:12])[CH:6]([c:13]2[c:14]([Cl:19])[cH:15][cH:16][cH:17][cH:18]2)[C:5]([C:20](=[O:21])[O:22][CH2:23][CH3:24])=[C:4]([CH:25]=[O:26])[NH:3]1. Starting materials: ClC=1C=C(C=CC1F)C1=C(C=C(O1)C(=O)OCC)C1=CC(=CC(=C1)F)C#N (Ethyl 5-(3-chloro-4-fluorophenyl)-4-(3-cyano-5-fluorophenyl)furan-2-carboxylate), BrC=1C=C(OC1C1=CC(=CC=C1)C#N)C(=O)OCC (Ethyl 4-bromo-5-(3-cyanophenyl)furan-2-carboxylate). Product: C(#N)C=1C=C(C=C(C1)F)C=1C=C(OC1C1=CC(=CC=C1)C#N)C(=O)OCC (Ethyl 4-(3-cyano-5-fluorophenyl)-5-(3-cyanophenyl)furan-2-carboxylate). As a reaction SMILES: Cl[C:2]1[CH:3]=[C:4]([C:9]2[O:13][C:12]([C:14]([O:16][CH2:17][CH3:18])=[O:15])=[CH:11][C:10]=2[C:19]2[CH:24]=[C:23]([F:25])[CH:22]=[C:21]([C:26]#[N:27])[CH:20]=2)[CH:5]=[CH:6][C:7]=1F.BrC1C=C(C(OCC)=O)OC=1C1C=CC=C([C:40]#[N:41])C=1>>[C:26]([C:21]1[CH:20]=[C:19]([C:10]2[CH:11]=[C:12]([C:14]([O:16][CH2:17][CH3:18])=[O:15])[O:13][C:9]=2[C:4]2[CH:5]=[CH:6][CH:7]=[C:2]([C:40]#[N:41])[CH:3]=2)[CH:24]=[C:23]([F:25])[CH:22]=1)#[N:27]. Procedure details: The synthesis of the title compound takes place in analogy to the synthesis of the compound from Example 15A starting with the compound from Example 8A. 190 mg (56% of theory) of the title compound are obtained. The reactants are FC1=C(C=C(C=O)C=C1)Cl (4-fluoro-3-chlorobenzaldehyde), CS(=O)C (DMSO), [Na+].CS(=O)[O-] (methanesulfinic acid sodium salt). Solvent: O (water). Reaction conditions: temperature 90 celsius. Yields the product ClC=1C=C(C=O)C=CC1S(=O)(=O)C (3-Chloro-4-methylsulfonylbenzaldehyde). RXN SMILES: F[C:2]1[CH:9]=[CH:8][C:5]([CH:6]=[O:7])=[CH:4][C:3]=1[Cl:10].CS(C)=O.[Na+].[CH3:16][S:17]([O-:19])=[O:18]>O>[Cl:10][C:3]1[CH:4]=[C:5]([CH:8]=[CH:9][C:2]=1[S:17]([CH3:16])(=[O:19])=[O:18])[CH:6]=[O:7] |f:2.3|. Procedure details: To a solution containing 1.0 g 4-fluoro-3-chlorobenzaldehyde and 45 ml DMSO, was added 1.93 g methanesulfinic acid sodium salt with stirring at 90° C. The solution was stirred 6 hours at 90° C. and poured into water. Sodiumhydrogencarbonate was added and the product was extracted with ethyl acetate. The extract was evaporated to dryness in vacuo. The residue was triturated with 2-propanol, yield 1.06 g. 1H-NMR (DMSO-d6, 400 MHz): 3.45 (s, 3H, CH3), 8.09-8.27 (m, 3 H, Ar), 10.01 (d, 1 H, CHO). Starting materials: C[Al](C)C, Cc1ccccc1, COC(=O)c1cc2nc(Nc3c(F)cccc3Cl)[nH]c2c2nc(C3CC3)oc12, Nc1cc(C(F)(F)F)ccc1F. Yields the product O=C(Nc1cc(C(F)(F)F)ccc1F)c1cc2nc(Nc3c(F)cccc3Cl)[nH]c2c2nc(C3CC3)oc12. As a reaction SMILES: [CH3:41][Al:42]([CH3:43])[CH3:44].[CH3:45][c:46]1[cH:47][cH:48][cH:49][cH:50][cH:51]1.[Cl:1][c:2]1[c:3]([NH:9][c:10]2[nH:11][c:12]3[c:13]([cH:14][c:15]([C:24]([O:26][CH3:25])=[O:27])[c:16]4[c:17]3[n:18][c:19]([CH:21]3[CH2:22][CH2:23]3)[o:20]4)[n:28]2)[c:4]([F:8])[cH:5][cH:6][cH:7]1.[F:29][c:30]1[c:31]([NH2:32])[cH:33][c:34]([C:37]([F:38])([F:39])[F:40])[cH:35][cH:36]1>>[Cl:1][c:2]1[c:3]([NH:9][c:10]2[nH:11][c:12]3[c:13]([cH:14][c:15]([C:24](=[O:26])[NH:32][c:31]4[c:30]([F:29])[cH:36][cH:35][c:34]([C:37]([F:38])([F:39])[F:40])[cH:33]4)[c:16]4[c:17]3[n:18][c:19]([CH:21]3[CH2:22][CH2:23]3)[o:20]4)[n:28]2)[c:4]([F:8])[cH:5][cH:6][cH:7]1. Starting materials: CC#N, CN(C)P(=O)(N(C)C)N(C)C, N#CCCl, C[Si](C)(C)Sc1ccc(Cl)c(Cl)c1. The product is N#CCSc1ccc(Cl)c(Cl)c1. Reaction SMILES: [CH3:18][C:19]#[N:20].[CH3:21][N:22]([CH3:23])[P:24](=[O:25])([N:26]([CH3:27])[CH3:28])[N:29]([CH3:30])[CH3:31].[Cl:1][CH2:2][C:3]#[N:4].[Cl:5][c:6]1[cH:7][c:8]([S:13][Si:14]([CH3:15])([CH3:16])[CH3:17])[cH:9][cH:10][c:11]1[Cl:12]>>[CH2:2]([C:3]#[N:4])[S:13][c:8]1[cH:7][c:6]([Cl:5])[c:11]([Cl:12])[cH:10][cH:9]1.